From a dataset of the Open Reaction Database (ORD), a public repository of structured organic reaction records. describe an organic reaction: reactants, conditions, products, and yield The product is Nc1ccc(OCC(F)(F)F)cc1NC1CCN(C2CCOCC2)CC1. RXN SMILES: [CH3:32][CH2:33][OH:34].[N+:1]([O-:2])(=[O:3])[c:4]1[c:5]([NH:16][CH:17]2[CH2:18][CH2:19][N:20]([CH:23]3[CH2:24][CH2:25][O:26][CH2:27][CH2:28]3)[CH2:21][CH2:22]2)[cH:6][c:7]([O:10][CH2:11][C:12]([F:13])([F:14])[F:15])[cH:8][cH:9]1.[NH2:30][NH2:31].[OH2:29]>>[NH2:1][c:4]1[c:5]([NH:16][CH:17]2[CH2:18][CH2:19][N:20]([CH:23]3[CH2:24][CH2:25][O:26][CH2:27][CH2:28]3)[CH2:21][CH2:22]2)[cH:6][c:7]([O:10][CH2:11][C:12]([F:13])([F:14])[F:15])[cH:8][cH:9]1. The reactants are CCO, O=[N+]([O-])c1ccc(OCC(F)(F)F)cc1NC1CCN(C2CCOCC2)CC1, NN, O. Starting materials: N1C(=NC2=C1C=CC=C2)C(C=2C=C(C=CC2)C#CCN2C(C1=CC=CC=C1C2=O)=O)OC2CCN(CC2)C (2-(3-{3-[(1H-benzimidazol-2-yl)(1-methylpiperidin-4-yloxy)methyl]-phenyl}prop-2-ynyl)isoindole-1,3-dione), O.NN (hydrazine hydrate). Solvent: C(C)O (ethanol). Run at time 5 minute. The product is N1C(=NC2=C1C=CC=C2)C(C=2C=C(C=CC2)C#CCN)OC2CCN(CC2)C (3-{3-[(1H-benzimidazol-2-yl)(1-methylpiperidin-4-yloxy)methyl]phenyl}prop-2-ynylamine). Reaction SMILES: [NH:1]1[C:5]2[CH:6]=[CH:7][CH:8]=[CH:9][C:4]=2[N:3]=[C:2]1[CH:10]([O:31][CH:32]1[CH2:37][CH2:36][N:35]([CH3:38])[CH2:34][CH2:33]1)[C:11]1[CH:12]=[C:13]([C:17]#[C:18][CH2:19][N:20]2C(=O)C3C(=CC=CC=3)C2=O)[CH:14]=[CH:15][CH:16]=1.O.NN>C(O)C>[NH:1]1[C:5]2[CH:6]=[CH:7][CH:8]=[CH:9][C:4]=2[N:3]=[C:2]1[CH:10]([O:31][CH:32]1[CH2:33][CH2:34][N:35]([CH3:38])[CH2:36][CH2:37]1)[C:11]1[CH:12]=[C:13]([C:17]#[C:18][CH2:19][NH2:20])[CH:14]=[CH:15][CH:16]=1 |f:1.2|. Procedure: A solution of 2-(3-{3-[(1H-benzimidazol-2-yl)(1-methylpiperidin-4-yloxy)methyl]-phenyl}prop-2-ynyl)isoindole-1,3-dione (70 mg) and hydrazine hydrate (70 μL) in ethanol (0.7 mL) is stirred a room temperature for 3 hours. Ethanol is removed under reduced pressure and 1N hydrochloric acid in water is added to the organic residue and stirred for 5 minutes. The mixture is filtered, cake washed with ethyl acetate. The filtrate is extracted by dichloromethane. The pooled organic extracts are dried over... As a reaction SMILES: [CH3:17][c:18]1[cH:19][c:20]([CH:29]=[O:30])[n:21][n:22]1-[c:23]1[cH:24][cH:25][cH:26][cH:27][cH:28]1.[F:1][c:2]1[c:3]([N:8]2[CH2:9][CH2:10][N:11]([CH2:14][CH2:15][NH2:16])[CH2:12][CH2:13]2)[cH:4][cH:5][cH:6][cH:7]1>>[F:1][c:2]1[c:3]([N:8]2[CH2:9][CH2:10][N:11]([CH2:14][CH2:15][NH:16][CH2:29][c:20]3[cH:19][c:18]([CH3:17])[n:22](-[c:23]4[cH:24][cH:25][cH:26][cH:27][cH:28]4)[n:21]3)[CH2:12][CH2:13]2)[cH:4][cH:5][cH:6][cH:7]1. Yields the product Cc1cc(CNCCN2CCN(c3ccccc3F)CC2)nn1-c1ccccc1. The reactants are Cc1cc(C=O)nn1-c1ccccc1, NCCN1CCN(c2ccccc2F)CC1. RXN SMILES: [CH:1]1[CH:6]=[CH:5][C:4]([CH2:7][O:8][C:9]([NH:11][C@@H:12]([C:19]([OH:21])=[O:20])[C:13]2[CH:18]=[CH:17][CH:16]=[CH:15][CH:14]=2)=[O:10])=[CH:3][CH:2]=1.[C:22]([N:29]1[CH2:34][CH2:33][CH:32]([CH:35]2[CH2:40][CH2:39][N:38]([C:41]([NH2:43])=[O:42])[CH2:37][CH2:36]2)[CH2:31][CH2:30]1)(OC(C)(C)C)=O.C([BH3-])#N.[Na+].N>C(#N)C.C=O>[CH:1]1[CH:6]=[CH:5][C:4]([CH2:7][O:8][C:9]([NH:11][C@@H:12]([C:19]([OH:21])=[O:20])[C:13]2[CH:18]=[CH:17][CH:16]=[CH:15][CH:14]=2)=[O:10])=[CH:3][CH:2]=1.[CH3:22][N:29]1[CH2:30][CH2:31][CH:32]([CH:35]2[CH2:40][CH2:39][N:38]([C:41]([NH2:43])=[O:42])[CH2:37][CH2:36]2)[CH2:33][CH2:34]1 |f:0.1,2.3,7.8|. The product is C1=CC=C(C=C1)COC(=O)N[C@H](C2=CC=CC=C2)C(=O)O.CN1CCC(CC1)C1CCN(CC1)C(=O)N (CBz-D-phenylglycine 4-(1-methylpiperidin-4-yl)piperidinamide). Starting materials: C1=CC=C(C=C1)COC(=O)N[C@H](C2=CC=CC=C2)C(=O)O.C(=O)(OC(C)(C)C)N1CCC(CC1)C1CCN(CC1)C(=O)N (CBz-D-phenylglycine 4-[1-(Boc)piperidin-4-yl]piperidinamide), C(#N)[BH3-].[Na+] (sodium cyanoborohydride), N (ammonia). Procedure: To a solution of CBz-D-phenylglycine-4-[1-(Boc)piperidin-4-yl]piperidinamide (1.1 g, 2.5 mmol) in acetonitrile (40 ml) and aq. formaldehyde (10 ml) was added sodium cyanoborohydride (315 mg, 5 mmol) portionwise over 10 min. The reaction mixture was left to stir for 3 hours and then poured onto water (50 ml), containing conc ammonia solution (5 ml) and left to stir for 15 min. Extraction with ethyl acetate (100 ml), washing with brine and drying gave the title compound as a colourless oil (1.1 g,... Run in C(C)#N (acetonitrile), C=O (formaldehyde). Reaction conditions: time 3 hour. Yield: 86.2%. Yields the product ClC1=C2CNC(C2=C(C=C1)C=1N(C2=CC=C(C=C2C1)CNCC#C)C(=O)OC(C)(C)C)=O (4-chloro-7-[1-(tert-butoxycarbonyl)-5-(2-propynylaminomethyl)indol-2-yl]isoindolinone). Solvent: ClCCl (dichloromethane). RXN SMILES: [Cl:1][C:2]1[CH:10]=[CH:9][C:8]([C:11]2[N:12]([C:22]([O:24][C:25]([CH3:28])([CH3:27])[CH3:26])=[O:23])[C:13]3[C:18]([CH:19]=2)=[CH:17][C:16]([CH:20]=O)=[CH:15][CH:14]=3)=[C:7]2[C:3]=1[CH2:4][NH:5][C:6]2=[O:29].[CH2:30]([NH2:33])[C:31]#[CH:32].C(O[BH-](OC(=O)C)OC(=O)C)(=O)C.[Na+]>ClCCl>[Cl:1][C:2]1[CH:10]=[CH:9][C:8]([C:11]2[N:12]([C:22]([O:24][C:25]([CH3:28])([CH3:27])[CH3:26])=[O:23])[C:13]3[C:18]([CH:19]=2)=[CH:17][C:16]([CH2:20][NH:33][CH2:30][C:31]#[CH:32])=[CH:15][CH:14]=3)=[C:7]2[C:3]=1[CH2:4][NH:5][C:6]2=[O:29] |f:2.3|. Starting materials: C(C#C)N (propargylamine), C(C)(=O)O[BH-](OC(C)=O)OC(C)=O.[Na+] (sodium triacetoxyborohydride), ClC1=C2CNC(C2=C(C=C1)C=1N(C2=CC=C(C=C2C1)C=O)C(=O)OC(C)(C)C)=O (4-chloro-7-[1-(tert-butoxycarbonyl)-5-formylindol-2-yl]isoindolinone). Reported procedure: In a similar manner to Step 1 of Example 56, 4-chloro-7-[1-(tert-butoxycarbonyl)-5-formylindol-2-yl]isoindolinone (20.0 mg, 0.0487 mmol) was dissolved in dichloromethane (0.5 mL). The solution was treated with propargylamine (0.013 mL, 0.19 mmol) and sodium triacetoxyborohydride (32 mg, 0.15 mmol) to obtain 4-chloro-7-[1-(tert-butoxycarbonyl)-5-(2-propynylaminomethyl)indol-2-yl]isoindolinone.